From a dataset of the Open Reaction Database (ORD), a public repository of structured organic reaction records. describe an organic reaction: reactants, conditions, products, and yield Reactants: N#CC=C1CCCC1, CO, N. Yields the product N#CCC1(N)CCCC1. RXN SMILES: [C:1]1(=[CH:6][C:7]#[N:8])[CH2:2][CH2:3][CH2:4][CH2:5]1.[CH3:10][OH:11].[NH3:9]>>[C:1]1([CH2:6][C:7]#[N:8])([NH2:9])[CH2:2][CH2:3][CH2:4][CH2:5]1. The reactants are COC1=C(C=C(C=C1)NC(C1=CC(=C(C=C1)Br)C)=O)N1CCN(CC1)C (N-(4Methoxy-3-(4-methyl-1-piperazinyl)phenyl)-4-bromo-3-methylbenzamide), C([O-])([O-])=O.[Na+].[Na+] (sodium carbonate), tetrakis (triphenylphosphine)palladium(0), S1C=C(C=C1)B(O)O (3-thiophenyl boronic acid). Run in O (water), COCCOC (DME). Yields the product COC1=C(C=C(C=C1)NC(C1=CC(=C(C=C1)C1=CSC=C1)C)=O)N1CCN(CC1)C (N-(4-Methoxy-3-(4-methyl-1-piperazinyl)phenyl)-4-(3-thiophenyl)-3-methylbenzamide). The yield is 68.3%. Reaction SMILES: [CH3:1][O:2][C:3]1[CH:8]=[CH:7][C:6]([NH:9][C:10](=[O:19])[C:11]2[CH:16]=[CH:15][C:14](Br)=[C:13]([CH3:18])[CH:12]=2)=[CH:5][C:4]=1[N:20]1[CH2:25][CH2:24][N:23]([CH3:26])[CH2:22][CH2:21]1.C(=O)([O-])[O-].[Na+].[Na+].[S:33]1[CH:37]=[CH:36][C:35](B(O)O)=[CH:34]1>O.COCCOC>[CH3:1][O:2][C:3]1[CH:8]=[CH:7][C:6]([NH:9][C:10](=[O:19])[C:11]2[CH:16]=[CH:15][C:14]([C:35]3[CH:36]=[CH:37][S:33][CH:34]=3)=[C:13]([CH3:18])[CH:12]=2)=[CH:5][C:4]=1[N:20]1[CH2:25][CH2:24][N:23]([CH3:26])[CH2:22][CH2:21]1 |f:1.2.3|. Procedure: N-(4Methoxy-3-(4-methyl-1-piperazinyl)phenyl)-4-bromo-3-methylbenzamide (0.35 g, 0.84 mmol), sodium carbonate (89 mg, 0.84 mmol), tetrakis (triphenylphosphine)palladium(0) (49 mg, 0.05 equiv), 3-thiophenyl boronic acid (115 mg, 0.84 mmol) in water (18 ml) and DME (18 ml) were heated at reflux under argon for 18 h. The solution was partitioned between saturated aqueous potassium carbonate solution (50 ml) and chloroform (50 ml), the organic extracts dried (sodium sulphate), filtered and evaporate... The reactants are C1CCOC1, [N-]=[N+]=Nc1ccsc1C=O, c1ccc(P(c2ccccc2)c2ccccc2)cc1. Yields the product O=Cc1sccc1N=P(c1ccccc1)(c1ccccc1)c1ccccc1. RXN SMILES: [CH2:30]1[O:31][CH2:32][CH2:33][CH2:34]1.[N:1](=[N+:2]=[N-:3])[c:4]1[c:5]([CH:9]=[O:10])[s:6][cH:7][cH:8]1.[c:11]1([P:17]([c:18]2[cH:19][cH:20][cH:21][cH:22][cH:23]2)[c:24]2[cH:25][cH:26][cH:27][cH:28][cH:29]2)[cH:12][cH:13][cH:14][cH:15][cH:16]1>>[N:1]([c:4]1[c:5]([CH:9]=[O:10])[s:6][cH:7][cH:8]1)=[P:17]([c:11]1[cH:12][cH:13][cH:14][cH:15][cH:16]1)([c:18]1[cH:19][cH:20][cH:21][cH:22][cH:23]1)[c:24]1[cH:25][cH:26][cH:27][cH:28][cH:29]1. The reactants are COc1cc(OC)c(CCC2(C3CCCC3)CC(=O)CC(=O)O2)cc1Cl, ClCc1nc(-c2ccccn2)no1, O. Yields the product COc1cc(OC)c(CCC2(C3CCCC3)CC(O)=C(Cc3nc(-c4ccccn4)no3)C(=O)O2)cc1Cl. As a reaction SMILES: [Cl:14][c:15]1[c:16]([O:38][CH3:39])[cH:17][c:18]([O:36][CH3:37])[c:19]([CH2:21][CH2:22][C:23]2([CH:31]3[CH2:32][CH2:33][CH2:34][CH2:35]3)[CH2:24][C:25](=[O:30])[CH2:26][C:27](=[O:29])[O:28]2)[cH:20]1.[Cl:1][CH2:2][c:3]1[n:4][c:5](-[c:8]2[n:9][cH:10][cH:11][cH:12][cH:13]2)[n:6][o:7]1.[OH2:40]>>[CH2:2]([c:3]1[n:4][c:5](-[c:8]2[n:9][cH:10][cH:11][cH:12][cH:13]2)[n:6][o:7]1)[C:26]1=[C:25]([OH:30])[CH2:24][C:23]([CH2:22][CH2:21][c:19]2[c:18]([O:36][CH3:37])[cH:17][c:16]([O:38][CH3:39])[c:15]([Cl:14])[cH:20]2)([CH:31]2[CH2:32][CH2:33][CH2:34][CH2:35]2)[O:28][C:27]1=[O:29]. Reactants: CCN1CCC(c2ccc(C(=O)OC)cc2)CC1, C[Al](C)C, COc1cc(CCc2cc(N)[nH]n2)cc(OC)c1, Cc1ccccc1. Yields the product CCN1CCC(c2ccc(C(=O)Nc3cc(CCc4cc(OC)cc(OC)c4)n[nH]3)cc2)CC1. RXN SMILES: [CH2:5]([CH3:6])[N:7]1[CH2:8][CH2:9][CH:10]([c:13]2[cH:14][cH:15][c:16]([C:17]([O:19][CH3:18])=[O:20])[cH:21][cH:22]2)[CH2:11][CH2:12]1.[CH3:1][Al:2]([CH3:3])[CH3:4].[CH3:23][O:24][c:25]1[cH:26][c:27]([CH2:33][CH2:34][c:35]2[cH:36][c:37]([NH2:40])[nH:38][n:39]2)[cH:28][c:29]([O:31][CH3:32])[cH:30]1.[CH3:41][c:42]1[cH:43][cH:44][cH:45][cH:46][cH:47]1>>[CH2:5]([CH3:6])[N:7]1[CH2:8][CH2:9][CH:10]([c:13]2[cH:14][cH:15][c:16]([C:17](=[O:19])[NH:40][c:37]3[cH:36][c:35]([CH2:34][CH2:33][c:27]4[cH:26][c:25]([O:24][CH3:23])[cH:30][c:29]([O:31][CH3:32])[cH:28]4)[n:39][nH:38]3)[cH:21][cH:22]2)[CH2:11][CH2:12]1. The reactants are N=1N2C(=CC1C(=O)O)CCC2 (5,6-dihydro-4H-pyrrolo[1,2-b]pyrazole-2-carboxylic acid), N1=CC=CC=C1 (pyridine), FC(C(=O)O)(F)F (trifluoroacetic acid), acid chloride, Cl.CNOC (N,O-dimethylhydroxylamine hydrochloride), amide. The reagents and catalysts are CN(C=O)C (dimethylformamide). The solvent is O.C(C)#N (water acetonitrile), ClCCl (dichloromethane), ClCCl (dichloromethane), C(C(=O)Cl)(=O)Cl (oxalyl chloride). Reaction conditions: temperature 18.5 celsius, time 11 hour. Product: CON(C(=O)C=1C=C2N(N1)CCC2)C (N-Methoxy-N-methyl-5,6-dihydro-4H-pyrrolo[1,2-b]pyrazole-2-carboxamide). RXN SMILES: [N:1]1[N:2]2[CH2:11][CH2:10][CH2:9][C:3]2=[CH:4][C:5]=1[C:6](O)=[O:7].Cl.[CH3:13][NH:14][O:15][CH3:16].N1C=CC=CC=1.FC(F)(F)C(O)=O>C(Cl)(=O)C(Cl)=O.ClCCl.CN(C)C=O.O.C(#N)C>[CH3:16][O:15][N:14]([CH3:13])[C:6]([C:5]1[CH:4]=[C:3]2[CH2:9][CH2:10][CH2:11][N:2]2[N:1]=1)=[O:7] |f:1.2,8.9|. Reported procedure: 5,6-dihydro-4H-pyrrolo[1,2-b]pyrazole-2-carboxylic acid, 3.8 g, 25 mmol) is slurried in 40 ml of 2M oxalyl chloride in dichloromethane, and to the slurry are added a few drops of dimethylformamide. The resulting mixture is stirred under a nitrogen atmosphere at 15-22° C. for 10-12 hours. The resulting acid chloride as a dark solution is evaporated to a dry residue. The residue is dissolved in toluene (50 ml) and evaporated once more to give the crude acid chloride. To a stirred mixture of the cr... The reactants are FC=1C(=CN(C1C=1C(=NC=CC1)F)S(=O)(=O)C=1OC(=CC1)CF)CN(C(OC(C)(C)C)=O)C (tert-butyl {[4-fluoro-1-{[5-(fluoromethyl)-2-furyl]sulfonyl}-5-(2-fluoropyridin-3-yl)-1H-pyrrol-3-yl]methyl}methylcarbamate), C(C)(=O)OCC.Cl (hydrogen chloride-ethyl acetate), C(C)(=O)OCC (ethyl acetate). The solvent is CC(C)O (2-propanol). Reaction conditions: time 3 hour. Yields the product C(\C=C\C(=O)O)(=O)O.FC=1C(=CN(C1C=1C(=NC=CC1)F)S(=O)(=O)C=1OC(=CC1)CF)CNC (1-[4-fluoro-1-{[5-(fluoromethyl)-2-furyl]sulfonyl}-5-(2-fluoropyridin-3-yl)-1H-pyrrol-3-yl]-N-methylmethanamine fumarate). The yield is 87.0%. As a reaction SMILES: [F:1][C:2]1[C:3]([CH2:24][N:25](C)[C:26](=O)OC(C)(C)C)=[CH:4][N:5]([S:14]([C:17]2[O:18][C:19]([CH2:22][F:23])=[CH:20][CH:21]=2)(=[O:16])=[O:15])[C:6]=1[C:7]1[C:8]([F:13])=[N:9][CH:10]=[CH:11][CH:12]=1.[C:34]([O:37]CC)(=[O:36])[CH3:35].Cl.[C:41]([O:44]CC)(=[O:43])[CH3:42]>CC(O)C>[C:41]([OH:44])(=[O:43])/[CH:42]=[CH:35]/[C:34]([OH:37])=[O:36].[F:1][C:2]1[C:3]([CH2:24][NH:25][CH3:26])=[CH:4][N:5]([S:14]([C:17]2[O:18][C:19]([CH2:22][F:23])=[CH:20][CH:21]=2)(=[O:15])=[O:16])[C:6]=1[C:7]1[C:8]([F:13])=[N:9][CH:10]=[CH:11][CH:12]=1 |f:1.2,5.6|. Procedure: To a solution of tert-butyl {[4-fluoro-1-{[5-(fluoromethyl)-2-furyl]sulfonyl}-5-(2-fluoropyridin-3-yl)-1H-pyrrol-3-yl]methyl}methylcarbamate (165 mg) in ethyl acetate (2 mL) and 2-propanol (1 mL) was added 4 mol/L hydrogen chloride-ethyl acetate solution (3 mL), and the mixture was stirred at room temperature for 3 hr. The reaction mixture was concentrated under reduced pressure, and the residue was diluted with saturated aqueous sodium hydrogen carbonate solution, and extracted with ethyl aceta... Reactants: BrC=1C=C2C=C(NC2=CC1)C(=O)O (5-bromoindole-2-carboxylic acid), CC(C)NC=1C(=NC=CC1)N1CCNCC1 (1-[3-(1-methylethylamino)-2-pyridinyl]piperazine), C(C)N=C=NCCCN(C)C (1-(ethyl)-3-(dimethylaminopropyl)carbodiimide). Yields the product CC(C)NC1=C(N=CC=C1)N2CCN(CC2)C(=O)C3=CC4=C(N3)C=CC(=C4)Br (1-[5-Bromoindolyl-2-carbonyl]-4-[3-(1-methylethylamino)-2-pyridinyl]piperazine). As a reaction SMILES: [Br:1][C:2]1[CH:3]=[C:4]2[C:8](=[CH:9][CH:10]=1)[NH:7][C:6]([C:11]([OH:13])=O)=[CH:5]2.[CH3:14][CH:15]([NH:17][C:18]1[C:19]([N:24]2[CH2:29][CH2:28][NH:27][CH2:26][CH2:25]2)=[N:20][CH:21]=[CH:22][CH:23]=1)[CH3:16].C(N=C=NCCCN(C)C)C>>[CH3:16][CH:15]([NH:17][C:18]1[CH:23]=[CH:22][CH:21]=[N:20][C:19]=1[N:24]1[CH2:25][CH2:26][N:27]([C:11]([C:6]2[NH:7][C:8]3[CH:9]=[CH:10][C:2]([Br:1])=[CH:3][C:4]=3[CH:5]=2)=[O:13])[CH2:28][CH2:29]1)[CH3:14]. Reported procedure: Following the general procedure of EXAMPLE 16A and making non-critical variations but starting with 5-bromoindole-2-carboxylic acid (0.51 g), 1-[3-(1-methylethylamino)-2-pyridinyl]piperazine (0.47 g) and 1-(ethyl)-3-(dimethylaminopropyl)carbodiimide (0.49 g), the title compound is obtained, mp 229°-230°.